Dataset: the Open Reaction Database (ORD), a public repository of structured organic reaction records. Task: describe an organic reaction: reactants, conditions, products, and yield The reactants are NCOC=1C(OC2=CC=CC=C2C1)=O (Amino methoxy coumarin), Cl.NN=CC1=CC=C(C=C1)NC(CCC(=O)O)=O (4-[[4-(aminoiminomethyl)phenyl]amino]-4-oxobutanoic acid hydrochloride), CN(C)C=O (DMF), CN1CCOCC1 (N-methylmorpholine), ClC(=O)OCC(C)C (isobutyl chloroformate), CN(C)C1=NC=CC=C1 (dimethylaminopyridine). Reaction conditions: time 5 minute. Yields the product NN=CC1=CC=C(C=C1)NC(CCC(=O)NC(CC(=O)O)C1=C(C=C(C=C1)OC)O)=O (3-[[4-[[4-(aminoiminomethyl)phenyl]amino]-1,4-dioxobutyl]amino]-3-(2-hydroxy-4-methoxyphenyl)propanoic acid). RXN SMILES: Cl.[NH2:2][N:3]=[CH:4][C:5]1[CH:10]=[CH:9][C:8]([NH:11][C:12](=[O:18])[CH2:13][CH2:14][C:15]([OH:17])=O)=[CH:7][CH:6]=1.CN1CC[O:23][CH2:22]C1.ClC(OCC(C)C)=O.NCO[C:37]1[C:38](=[O:47])[O:39][C:40]2[C:45]([CH:46]=1)=C[CH:43]=[CH:42][CH:41]=2.C[N:49](C1C=CC=CN=1)C.CN([CH:60]=[O:61])C>>[NH2:2][N:3]=[CH:4][C:5]1[CH:6]=[CH:7][C:8]([NH:11][C:12](=[O:18])[CH2:13][CH2:14][C:15]([NH:49][CH:46]([C:45]2[CH:40]=[CH:41][C:42]([O:23][CH3:22])=[CH:43][C:60]=2[OH:61])[CH2:37][C:38]([OH:39])=[O:47])=[O:17])=[CH:9][CH:10]=1 |f:0.1|. Reported procedure: 4-[[4-(aminoiminomethyl)phenyl]amino]-4-oxobutanoic acid hydrochloride prepared in Example 1, Step 1 (4.6 g, 17 mmol) was added to dry DMF (225 ml) followed by N-methylmorpholine (1.2 g, 17 mmol) and isobutyl chloroformate (2.3 g, 17 mmol) at 25° C. The mixture was stirred for 5 min. Amino methoxy coumarin (3.0 g, 17 mmol) was added followed by dimethylaminopyridine. After 1 h, the solvent was removed under reduced pressure and the product purified by reverse phase chromatography (water/acetonit...